Dataset: the Open Reaction Database (ORD), a public repository of structured organic reaction records. Task: describe an organic reaction: reactants, conditions, products, and yield Reactants: CS(=O)C (DMSO), ClCCl (dichloromethane), BrC=1C=CC(=C(C1)CO)Cl ((5-bromo-2-chlorophenyl)methanol), C(C(=O)Cl)(=O)Cl (oxalyl chloride). The solvent is C(C)N(CC)CC (triethylamine), C(Cl)(Cl)Cl (chloroform), O (water). Run at time 30 minute. Product: BrC=1C=CC(=C(C=O)C1)Cl (5-Bromo-2-chlorobenzaldehyde). As a reaction SMILES: CS(C)=O.ClCCl.C(Cl)(=O)C(Cl)=O.[Br:14][C:15]1[CH:16]=[CH:17][C:18]([Cl:23])=[C:19]([CH2:21][OH:22])[CH:20]=1>C(Cl)(Cl)Cl.O.C(N(CC)CC)C>[Br:14][C:15]1[CH:16]=[CH:17][C:18]([Cl:23])=[C:19]([CH:20]=1)[CH:21]=[O:22]. Procedure details: 18 ml (0.26 mol) of DMSO are introduced into 64 ml of dichloromethane and, at −78° C., 16.1 g (0.127 mol, 11.1 ml) of oxalyl chloride are added. After 30 min, a solution of 13.1 g (59 mmol) of (5-bromo-2-chlorophenyl)methanol in 100 ml of chloroform is added dropwise. After 20 min, 40 ml of triethylamine are added and the reaction mixture is slowly warmed to RT. After the addition of 50 ml of water the mixture is extracted several times with ethyl acetate. The combined organic phases are washed ...